Dataset: the Open Reaction Database (ORD), a public repository of structured organic reaction records. Task: describe an organic reaction: reactants, conditions, products, and yield Starting materials: COC1=C(C(=C2C(OCC2=C1C)=O)OCOCCOC)C/C=C(/C=O)\C ((E)-4-(1,3-dihydro-6-methoxy -4-methoxyethoxymethoxy-7-methyl-3-oxoisobenzofuran-5-yl) -2-methylbut-2-enaldehyde), C(C)(C)NC(C)C (diisopropylamine), [Li]CCCC (n-BuLi), C(C(C)C)(=O)OCC (Ethyl isobutyrate), [NH4+].[Cl-] (NH4Cl). Solvent: C1CCOC1 (THF), C1CCOC1 (THF). Reaction conditions: temperature 0 celsius, time 20 minute. Yields the product COCCOCOC1=C2C(OCC2=C(C(=C1C/C=C(/C(C(C(=O)OCC)(C)C)O)\C)OC)C)=O (ethyl (E)-6-(1,3-dihydro-4-methoxyethoxymethoxy-6-methoxy-7-methyl-3-oxoisobenzofuran-5-yl) -2,2,4-trimethyl-3-hydroxy-4-hexenoate). Yield: 87.0%. RXN SMILES: C(NC(C)C)(C)C.[Li]CCCC.[C:13]([O:18][CH2:19][CH3:20])(=[O:17])[CH:14]([CH3:16])[CH3:15].[CH3:21][O:22][C:23]1[C:31]([CH3:32])=[C:30]2[C:26]([C:27](=[O:33])[O:28][CH2:29]2)=[C:25]([O:34][CH2:35][O:36][CH2:37][CH2:38][O:39][CH3:40])[C:24]=1[CH2:41]/[CH:42]=[C:43](\[CH3:46])/[CH:44]=[O:45].[NH4+].[Cl-]>C1COCC1>[CH3:40][O:39][CH2:38][CH2:37][O:36][CH2:35][O:34][C:25]1[C:24]([CH2:41]/[CH:42]=[C:43](\[CH3:46])/[CH:44]([OH:45])[C:14]([CH3:16])([CH3:15])[C:13]([O:18][CH2:19][CH3:20])=[O:17])=[C:23]([O:22][CH3:21])[C:31]([CH3:32])=[C:30]2[C:26]=1[C:27](=[O:33])[O:28][CH2:29]2 |f:4.5|. Procedure details: Freshly distilled diisopropylamine (0.425 ml) was dissolved in anhydrous THF (10 ml) and cooled to 0° C. n-BuLi (0.63 ml, 2.35M) was added slowly and the reaction was stirred at 0° C. for 20 minutes and cooled to -78°. Ethyl isobutyrate (0.200 ml) was added and the resulting solution was stirred at -78° C. for 40 minutes. A solution of (E)-4-(1,3-dihydro-6-methoxy -4-methoxyethoxymethoxy-7-methyl-3-oxoisobenzofuran-5-yl) -2-methylbut-2-enaldehyde (365 mg) in THF (10 ml) was added and stirred for... Starting materials: O (water), Cl(=O)[O-].[Na+] (Sodium chlorite), S(N)(O)(=O)=O (sulfamic acid), C[C@](C=O)(C(C)(C)C)O ((R)-2,3,3-trimethyl-2-hydroxybutanal). Solvent: O1CCCC1.O (tetrahydrofuran water), C(Cl)Cl (methylene chloride), CSC (methyl sulfide). Run at time 30 minute. Yields the product C[C@](C(=O)O)(C(C)(C)C)O ((R) -2,3,3-trimethyl-2-hydroxybutanoic acid). RXN SMILES: Cl([O-])=O.[Na+].S(=O)(=O)(O)N.[CH3:10][C@@:11]([OH:18])([C:14]([CH3:17])([CH3:16])[CH3:15])[CH:12]=[O:13].[OH2:19]>O1CCCC1.O.C(Cl)Cl.CSC>[CH3:10][C@@:11]([OH:18])([C:14]([CH3:17])([CH3:16])[CH3:15])[C:12]([OH:19])=[O:13] |f:0.1,5.6|. Reported procedure: Sodium chlorite (1.81 g, 20 mmol) and sulfamic acid (1.94 g, 20 mmol) were added in succession to a stirred solution of (R)-2,3,3-trimethyl-2-hydroxybutanal (2.0 g, 15.4 mmol) in 30 ml of tetrahydrofuran-water (1:1) at 0° C. The mixture was allowed to warm to room temperature, stirred for 30 minutes, diluted with methylene chloride and about 1 ml of methyl sulfide was added followed by a small quantity of water. The organic layer was separated, the aqueous layer was extracted with methylene chlo... The product is Cl.O[C@H]1CNC[C@@H]1CCC ((3R,4S)-3-Hydroxy-4-propyl-pyrrolidine hydrochloride), syrup. Isolated yield 111.0%. Run at temperature 40 celsius, time 30 minute. Procedure: The synthesis of this compound follows the same general route outlined in scheme 5 [see Preparative Example 2.01]. To a suspension of ethyltriphenylphosphonium bromide (2.9 g, 6.93 mmol) in dry THF (15 mL) under argon at 0° C. was added 1.6 M BuLi in THF (4 mL, 6.40 mmol) and the deep red solution left stirring without cooling for 10 min. After re-cooling to 0° C., the aldehyde 46 (580 mg, 2.69 mmol) in THF (10 mL) was added and the mixture stirred at r.t. for 12 h. The reaction was then quenche... As a reaction SMILES: C(OC([N:8]1[CH2:12][C@H:11]([CH2:13][CH2:14][CH3:15])[C@@H:10]([OH:16])[CH2:9]1)=O)(C)(C)C.[ClH:17]>CO>[ClH:17].[OH:16][C@@H:10]1[C@@H:11]([CH2:13][CH2:14][CH3:15])[CH2:12][NH:8][CH2:9]1 |f:3.4|. Run in CO (methanol). Starting materials: C(C)(C)(C)OC(=O)N1C[C@@H]([C@H](C1)CCC)O ((3R,4S)-N-tert-butoxycarbonyl-3-hydroxy-4-propyl-pyrrolidine), Cl (HCl). Starting materials: [Li]C(C)(C)C (tBuLi), CN(C1=CC=CC=C1)C=1SC=CN1 (2-(N-Methyl-N-phenylamino)thiazole), solution, O=C1C(O)=C([O-])[C@H](O1)[C@@H](O)CO.[Na+] (sodium ascorbate), ClC=1C(C(=C(C(C1Cl)=O)C#N)C#N)=O (2,3-dichloro-5,6-dicyano-1,4-benzoquinone), BrC=1C=NC(=NC1)Cl (5-bromo-2-chloropyrimidine). Run in CCOCC (Et2O), O (water), C1CCOC1 (THF). Conditions: temperature -78 celsius, time 30 minute. Product: BrC=1C(=NC(=NC1)Cl)C1=CN=C(S1)N(C1=CC=CC=C1)C (5-(5-Bromo-2-chloropyrimidin-4-yl)-N-methyl-N-phenylthiazol-2-amine). RXN SMILES: [Li]C(C)(C)C.[CH3:6][N:7]([C:14]1[S:15][CH:16]=[CH:17][N:18]=1)[C:8]1[CH:13]=[CH:12][CH:11]=[CH:10][CH:9]=1.[Br:19][C:20]1[CH:21]=[N:22][C:23]([Cl:26])=[N:24][CH:25]=1.ClC1C(=O)C(C#N)=C(C#N)C(=O)C=1Cl.O=C1O[C@H]([C@H](CO)O)C([O-])=C1O.[Na+]>CCOCC.O.C1COCC1>[Br:19][C:20]1[C:21]([C:16]2[S:15][C:14]([N:7]([CH3:6])[C:8]3[CH:9]=[CH:10][CH:11]=[CH:12][CH:13]=3)=[N:18][CH:17]=2)=[N:22][C:23]([Cl:26])=[N:24][CH:25]=1 |f:4.5|. Reported procedure: tBuLi (2.9 mL, 1.1 M solution in pentane, 3.0 mmol) was added to a stirred solution of 0.52 g (2.8 mmol) of 2-(N-Methyl-N-phenylamino)thiazole in 10 mL of Et2O at −78° C. The solution was stirred for 30 min at −78° C. before 0.59 g (3.0 mmol) of 5-bromo-2-chloropyrimidine and 10 mL of THF were added. The reaction solution was stirred for 30 min at −78° C., and then quenched by the addition of 5 mL of AcOH in 15 mL of MeOH. Solid 2,3-dichloro-5,6-dicyano-1,4-benzoquinone (1.4 g, 6.1 mmol) was add...